This data is from the Open Reaction Database (ORD), a public repository of structured organic reaction records. The task is: describe an organic reaction: reactants, conditions, products, and yield Reactants: NC1=C(C=O)C=C(C(=C1)F)Br (2-amino-5-bromo-4-fluorobenzaldehyde), S(O)(O)(=O)=O (sulfuric acid), [I-].[K+] (potassium iodide), N(=O)[O-].[Na+] (sodium nitrite). Run in O (water), O (water), O (water). Conditions: time 1 hour. Product: BrC=1C(=CC(=C(C=O)C1)I)F (5-Bromo-4-fluoro-2-iodobenzaldehyde). Isolated yield 15.7%. RXN SMILES: N[C:2]1[CH:9]=[C:8]([F:10])[C:7]([Br:11])=[CH:6][C:3]=1[CH:4]=[O:5].S(=O)(=O)(O)O.N([O-])=O.[Na+].[I-:21].[K+]>O>[Br:11][C:7]1[C:8]([F:10])=[CH:9][C:2]([I:21])=[C:3]([CH:6]=1)[CH:4]=[O:5] |f:2.3,4.5|. Procedure details: To a solution of Example 115A (1.0 g, 4.0 mmol) in 1: 1 ethanol-water (50 mL), was added iron-powder (0.6 g) then 6 N hydrochloric acid (1 mL). The reaction mixture was heated to reflux overnight, cooled, neutralized with I N sodium hydroxide, filtered, and the filtrate extracted with ethyl acetate (3x). The organic extracts were dried over magnesium sulfate, filtered and solvent evaporated to provide 0.68 g of 5-bromo-4-fluoro-2-aminobenzaldehyde. To a solution of 2-amino-5-bromo-4-fluorobenzal... Starting materials: C1(CC1)CNN1C(C(=C(C2=CC=CC=C12)O)C1=NS(C2=C(N1)C=CC(=C2)O)(=O)=O)=O (1-[(cyclopropylmethyl)amino]-4-hydroxy-3-(7-hydroxy-1,1-dioxido-4H-1,2,4-benzothiadiazin-3-yl)quinolin-2(1H)-one), C([O-])([O-])=O.[Cs+].[Cs+] (cesium carbonate), BrCC(=O)N (2-bromoacetamide). Reagents/catalysts: [I-].C(CCC)[N+](CCCC)(CCCC)CCCC (tetrabuylammonium iodide). Run in CN(C=O)C (N,N-dimethylformamide). Reaction conditions: temperature 165 celsius. Product: C1(CC1)CNN1C(C(=C(C2=CC=CC=C12)O)C1=NS(C2=C(N1)C=CC(=C2)OCC(=O)N)(=O)=O)=O (2-[(3-{1-[(cyclopropylmethyl)amino]-4-hydroxy-2-oxo-1,2-dihydroquinolin-3-yl}-1,1-dioxido-4H-1,2,4-benzothiadiazin-7-yl)oxy]acetamide). The yield is 95.6%. As a reaction SMILES: [CH:1]1([CH2:4][NH:5][N:6]2[C:15]3[C:10](=[CH:11][CH:12]=[CH:13][CH:14]=3)[C:9]([OH:16])=[C:8]([C:17]3[NH:22][C:21]4[CH:23]=[CH:24][C:25]([OH:27])=[CH:26][C:20]=4[S:19](=[O:29])(=[O:28])[N:18]=3)[C:7]2=[O:30])[CH2:3][CH2:2]1.C(=O)([O-])[O-].[Cs+].[Cs+].Br[CH2:38][C:39]([NH2:41])=[O:40]>[I-].C([N+](CCCC)(CCCC)CCCC)CCC.CN(C)C=O>[CH:1]1([CH2:4][NH:5][N:6]2[C:15]3[C:10](=[CH:11][CH:12]=[CH:13][CH:14]=3)[C:9]([OH:16])=[C:8]([C:17]3[NH:22][C:21]4[CH:23]=[CH:24][C:25]([O:27][CH2:38][C:39]([NH2:41])=[O:40])=[CH:26][C:20]=4[S:19](=[O:28])(=[O:29])[N:18]=3)[C:7]2=[O:30])[CH2:2][CH2:3]1 |f:1.2.3,5.6|. Procedure: The product of Example 320C (0.125 g, 0.29 mmol) was reacted with cesium carbonate (0.38 g, 1.17 mmol), 2-bromoacetamide (0.060 g, 0.43 mmol) and a catalytic amount of tetrabuylammonium iodide in N,N-dimethylformamide (3 mL) at 25° C. for 2 hours. The reaction was concentrated to half the volume under a stream of nitrogen warmed through a manifold heated to 165° C. The resulting solution was diluted with water and the precipitate was collected by filtration and dried to give the title compound (...